Dataset: the Open Reaction Database (ORD), a public repository of structured organic reaction records. Task: describe an organic reaction: reactants, conditions, products, and yield Starting materials: CC(=O)[O-], CC(=O)OC(C)=O, O=C(O)CCC(=O)Nc1ccc([N+](=O)[O-])c(C(F)(F)F)c1, [Na+], O. Yields the product O=C1CCC(=O)N1c1ccc([N+](=O)[O-])c(C(F)(F)F)c1. RXN SMILES: [C:22]([O-:23])(=[O:24])[CH3:25].[CH3:27][C:28]([O:29][C:30](=[O:31])[CH3:32])=[O:33].[N+:1](=[O:2])([O-:3])[c:4]1[c:5]([C:18]([F:19])([F:20])[F:21])[cH:6][c:7]([NH:10][C:11]([CH2:12][CH2:13][C:14](=[O:15])[OH:16])=[O:17])[cH:8][cH:9]1.[Na+:26].[OH2:34]>>[N+:1](=[O:2])([O-:3])[c:4]1[c:5]([C:18]([F:19])([F:20])[F:21])[cH:6][c:7]([N:10]2[C:11](=[O:17])[CH2:12][CH2:13][C:14]2=[O:16])[cH:8][cH:9]1. Reactants: CN(C)CCCSc1c2ccccc2nn1Cc1ccccc1, CNC, Cc1ccc(S(=O)(=O)Cl)cc1, c1ccncc1. Product: OCCCSc1c2ccccc2nn1Cc1ccccc1. RXN SMILES: [CH2:1]([c:2]1[cH:3][cH:4][cH:5][cH:6][cH:7]1)[n:8]1[n:9][c:10]2[cH:11][cH:12][cH:13][cH:14][c:15]2[c:16]1[S:17][CH2:18][CH2:19][CH2:20][N:21]([CH3:22])[CH3:23].[CH3:35][NH:36][CH3:37].[c:24]1([CH3:25])[cH:26][cH:27][c:28]([S:29]([Cl:30])(=[O:31])=[O:32])[cH:33][cH:34]1.[cH:38]1[cH:39][cH:40][n:41][cH:42][cH:43]1>>[CH2:1]([c:2]1[cH:3][cH:4][cH:5][cH:6][cH:7]1)[n:8]1[n:9][c:10]2[cH:11][cH:12][cH:13][cH:14][c:15]2[c:16]1[S:17][CH2:18][CH2:19][CH2:20][OH:31]. Starting materials: ClC=1C=CC(=C(C1)C1=CC(=C(C=C1)C(=O)N1CCCC1)F)OCC(=O)O ([[5-chloro-3′-fluoro-4′-(1-pyrrolidinylcarbonyl)[1,1′-biphenyl]-2-yl]oxy]-acetic acid), B(O)(O)C1=C(O[C@H](C(=O)O)C)C=CC(=C1)C(F)(F)F ((2S)-2-[2-borono-4-(trifluoromethyl)phenoxy]-propanoic acid). Product: FC=1C=C(C=CC1C(=O)N1CCCC1)C1=C(C=CC(=C1)C(F)(F)F)O[C@H](C(=O)O)C ((2S)-2-[[3′-fluoro-4′-(1-pyrrolidinylcarbonyl)-5-(trifluoromethyl)[1,1′-biphenyl]-2-yl]oxy]-propanoic acid). Reaction SMILES: ClC1C=CC(OCC(O)=O)=C([C:8]2[CH:13]=[CH:12][C:11]([C:14]([N:16]3[CH2:20][CH2:19][CH2:18][CH2:17]3)=[O:15])=[C:10]([F:21])[CH:9]=2)C=1.B([C:30]1[CH:41]=[C:40]([C:42]([F:45])([F:44])[F:43])[CH:39]=[CH:38][C:31]=1[O:32][C@@H:33]([CH3:37])[C:34]([OH:36])=[O:35])(O)O>>[F:21][C:10]1[CH:9]=[C:8]([C:30]2[CH:41]=[C:40]([C:42]([F:45])([F:44])[F:43])[CH:39]=[CH:38][C:31]=2[O:32][C@@H:33]([CH3:37])[C:34]([OH:36])=[O:35])[CH:13]=[CH:12][C:11]=1[C:14]([N:16]1[CH2:20][CH2:19][CH2:18][CH2:17]1)=[O:15]. Procedure: The title compound was prepared using the product of example 24 part a) and (2S)-2-[2-borono-4-(trifluoromethyl)phenoxy]-propanoic acid [WO2004089885] by the method of example 32 step b). Starting materials: ClC1=C(C=C(C=C1)S(=O)(=O)N(COC)C=1C(=NC(=C(C1)Cl)C)C(C1=C(C=CC=C1)S(=O)(=O)C)=O)C(F)(F)F (4-chloro-N-[5-chloro-2-(2-methanesulfonyl-benzoyl)-6-methyl-pyridin-3-yl]-N-methoxymethyl-3-trifluoromethyl-benzenesulfonamide), O (water). The solvent is Cl (HCl), O1CCOCC1 (dioxane). Reaction conditions: time 8 hour. Product: ClC1=C(C=C(C=C1)S(=O)(=O)NC=1C(=NC(=C(C1)Cl)C)C(C1=C(C=CC=C1)S(=O)(=O)C)=O)C(F)(F)F (4-Chloro-N-[5-chloro-2-(2-methanesulfonyl-benzoyl)-6-methyl-pyridin-3-yl]-3-trifluoromethyl-benzenesulfonamide). RXN SMILES: [Cl:1][C:2]1[CH:7]=[CH:6][C:5]([S:8]([N:11]([C:15]2[C:16]([C:23](=[O:34])[C:24]3[CH:29]=[CH:28][CH:27]=[CH:26][C:25]=3[S:30]([CH3:33])(=[O:32])=[O:31])=[N:17][C:18]([CH3:22])=[C:19]([Cl:21])[CH:20]=2)COC)(=[O:10])=[O:9])=[CH:4][C:3]=1[C:35]([F:38])([F:37])[F:36].O>Cl.O1CCOCC1>[Cl:1][C:2]1[CH:7]=[CH:6][C:5]([S:8]([NH:11][C:15]2[C:16]([C:23](=[O:34])[C:24]3[CH:29]=[CH:28][CH:27]=[CH:26][C:25]=3[S:30]([CH3:33])(=[O:32])=[O:31])=[N:17][C:18]([CH3:22])=[C:19]([Cl:21])[CH:20]=2)(=[O:9])=[O:10])=[CH:4][C:3]=1[C:35]([F:38])([F:36])[F:37]. Reported procedure: A mixture 4-chloro-N-[5-chloro-2-(2-methanesulfonyl-benzoyl)-6-methyl-pyridin-3-yl]-N-methoxymethyl-3-trifluoromethyl-benzenesulfonamide (40 mg, 0.07 mmol) in 4 M HCl in dioxane (2 mL), and water (1 mL) was heated at 100° C. for 4 h and then it was stirred at room temperature overnight. The reaction mixture was concentrated to dryness under reduced pressure and it was treated with aqueous NaHCO3 to adjust pH to 5-6 and extracted with EtOAc. The combined extracts were dried (Na2SO4), filtered and...